describe an organic reaction: reactants, conditions, products, and yield From a dataset of the Open Reaction Database (ORD), a public repository of structured organic reaction records. Starting materials: N1(CCNCCC1)C(=O)OC(C)(C)C (tert-butyl 1,4-diazepane-1-carboxylate), ClCC(CC#N)O (4-chloro-3-hydroxybutanenitrile), C([O-])(O)=O.[Na+] (sodium bicarbonate). Run in C(C)O (ethanol). Run at temperature 90 celsius, time 19 hour. Product: C(#N)CC(CN1CCN(CCC1)C(=O)OC(C)(C)C)O (tert-butyl 4-(3-cyano-2-hydroxypropyl)-1,4-diazepane-1-carboxylate). The yield is 66.4%. RXN SMILES: [N:1]1([C:8]([O:10][C:11]([CH3:14])([CH3:13])[CH3:12])=[O:9])[CH2:7][CH2:6][CH2:5][NH:4][CH2:3][CH2:2]1.Cl[CH2:16][CH:17]([OH:21])[CH2:18][C:19]#[N:20].C(=O)(O)[O-].[Na+]>C(O)C>[C:19]([CH2:18][CH:17]([OH:21])[CH2:16][N:4]1[CH2:5][CH2:6][CH2:7][N:1]([C:8]([O:10][C:11]([CH3:14])([CH3:13])[CH3:12])=[O:9])[CH2:2][CH2:3]1)#[N:20] |f:2.3|. Procedure: To a solution of tert-butyl 1,4-diazepane-1-carboxylate (4.65 g, 23.2 mmol) and 4-chloro-3-hydroxybutanenitrile (2.0 g, 17 mmol) in ethanol (40 mL) was added sodium bicarbonate (2.1 g, 25 mmol). The mixture was stirred at 90° C. for 19 hours. After cooling to room temperature, ethanol was evaporated. The remaining mixture was diluted with ethyl acetate and washed with water and brine. The organic was dried over MgSO4, filtered, and concentrated. The residue was purified by silica gel column (0% ... The reactants are CN1N=C(N=C1COC1=NN2C(C3=CC=CC=C13)=NN=C2C2=NOC(=C2)C)CO ([1-methyl-5-({[3-(5-methylisoxazol-3-yl)-[1,2,4]triazolo[3,4-α]phthalazin-6-yl]oxy}methyl]-1H-[1,2,4]triazol-3-yl}methanol), S(=O)(Cl)Cl (thionyl chloride). Run in ClCCl (dichloromethane). The product is ClCC1=NN(C(=N1)COC1=NN2C(C3=CC=CC=C13)=NN=C2C2=NOC(=C2)C)C ({[3-Chloromethyl-1-methyl-1H-[1,2,4]triazol-5-ylmethyl}oxy)-3-(5-methylisoxazol-3-yl)-[1,2,4]triazolo[3,4-α]phthalazine). Isolated yield 78.0%. As a reaction SMILES: [CH3:1][N:2]1[C:6]([CH2:7][O:8][C:9]2[C:18]3[C:13](=[CH:14][CH:15]=[CH:16][CH:17]=3)[C:12]3=[N:19][N:20]=[C:21]([C:22]4[CH:26]=[C:25]([CH3:27])[O:24][N:23]=4)[N:11]3[N:10]=2)=[N:5][C:4]([CH2:28]O)=[N:3]1.S(Cl)([Cl:32])=O>ClCCl>[Cl:32][CH2:28][C:4]1[N:5]=[C:6]([CH2:7][O:8][C:9]2[C:18]3[C:13](=[CH:14][CH:15]=[CH:16][CH:17]=3)[C:12]3=[N:19][N:20]=[C:21]([C:22]4[CH:26]=[C:25]([CH3:27])[O:24][N:23]=4)[N:11]3[N:10]=2)[N:2]([CH3:1])[N:3]=1. Reported procedure: A suspension of [1-methyl-5-({[3-(5-methylisoxazol-3-yl)-[1,2,4]triazolo[3,4-α]phthalazin-6-yl]oxy}methyl]-1H-[1,2,4]triazol-3-yl}methanol (350 mg, 0.9 mmol) in dichloromethane (15 ml) was treated portionwise with thionyl chloride (5 ml) at room temperature for 1 h. The mixture was evaporated in vacuo and the residue partitioned between 5% MeOH/DCM and water. The aqueous layer was basified with saturated K2CO3 solution. The organic layer was separated, dried (MgSO4), and concentrated to give the... Yields the product CCOC(=O)C1CSC(C(Cl)Cl)=N1. Reactants: CCOC(=O)C(N)CS, CO, C[O-], N#CC(Cl)Cl, ClCCl, Cl, [Na+], O. As a reaction SMILES: [CH2:10]([CH3:11])[O:12][C:13]([CH:14]([NH2:15])[CH2:16][SH:17])=[O:18].[CH3:20][OH:21].[CH3:6][O-:7].[Cl:1][CH:2]([C:3]#[N:4])[Cl:5].[Cl:22][CH2:23][Cl:24].[ClH:9].[Na+:8].[OH2:19]>>[Cl:1][CH:2]([C:3]1=[N:4][CH:14]([C:13]([O:12][CH2:10][CH3:11])=[O:18])[CH2:16][S:17]1)[Cl:5]. Reactants: COc1cc(CN2CCC(CCS(C)(=O)=O)(Cc3ccc(F)cc3F)C2=O)cc(OC)c1OC, OC1(c2nc3ccccc3n2Cc2ccc(F)cc2)CCNCC1. Product: COc1cc(CN2CCC(CCN3CCC(O)(c4nc5ccccc5n4Cc4ccc(F)cc4)CC3)(Cc3ccc(F)cc3F)C2=O)cc(OC)c1OC. RXN SMILES: [CH3:1][O:2][c:3]1[cH:4][c:5]([CH2:6][N:7]2[C:8](=[O:27])[C:9]([CH2:12][CH2:13][S:14]([CH3:15])(=[O:16])=[O:17])([CH2:18][c:19]3[c:20]([F:26])[cH:21][c:22]([F:25])[cH:23][cH:24]3)[CH2:10][CH2:11]2)[cH:28][c:29]([O:33][CH3:34])[c:30]1[O:31][CH3:32].[F:35][c:36]1[cH:37][cH:38][c:39]([CH2:40][n:41]2[c:42]([C:50]3([OH:56])[CH2:51][CH2:52][NH:53][CH2:54][CH2:55]3)[n:43][c:44]3[c:45]2[cH:46][cH:47][cH:48][cH:49]3)[cH:57][cH:58]1>>[CH3:1][O:2][c:3]1[cH:4][c:5]([CH2:6][N:7]2[C:8](=[O:27])[C:9]([CH2:12][CH2:13][N:53]3[CH2:52][CH2:51][C:50]([c:42]4[n:41]([CH2:40][c:39]5[cH:38][cH:37][c:36]([F:35])[cH:58][cH:57]5)[c:45]5[c:44]([n:43]4)[cH:49][cH:48][cH:47][cH:46]5)([OH:56])[CH2:55][CH2:54]3)([CH2:18][c:19]3[c:20]([F:26])[cH:21][c:22]([F:25])[cH:23][cH:24]3)[CH2:10][CH2:11]2)[cH:28][c:29]([O:33][CH3:34])[c:30]1[O:31][CH3:32]. The reactants are COc1ccc(C2OC2C(N)=O)cc1, CO, Nc1ccccc1S, O, O, O, O, O, O, O, O=S(=O)(O)O, Cc1ccccc1C. Product: COc1ccc(C(Sc2ccccc2N)C(O)C(N)=O)cc1. RXN SMILES: [CH3:1][O:2][c:3]1[cH:4][cH:5][c:6]([CH:9]2[CH:10]([C:11](=[O:12])[NH2:13])[O:14]2)[cH:7][cH:8]1.[CH3:43][OH:44].[NH2:23][c:24]1[c:25]([SH:30])[cH:26][cH:27][cH:28][cH:29]1.[OH2:31].[OH2:32].[OH2:33].[OH2:34].[OH2:35].[OH2:36].[OH2:37].[S:38]([OH:39])([OH:40])(=[O:41])=[O:42].[c:15]1([CH3:16])[c:17]([CH3:18])[cH:19][cH:20][cH:21][cH:22]1>>[CH3:1][O:2][c:3]1[cH:4][cH:5][c:6]([CH:9]([CH:10]([C:11](=[O:12])[NH2:13])[OH:14])[S:30][c:25]2[c:24]([NH2:23])[cH:29][cH:28][cH:27][cH:26]2)[cH:7][cH:8]1. Starting materials: CC(C)(S(=O)(=O)C)C=1C=C2C=CC=NC2=C(C1)C=1C=C(C(=O)O)C=CC1 (3-{6-[1-methyl-1-(methylsulfonyl)ethyl]quinolin-8-yl}benzoic acid), C1=CN(C=N1)C(=O)N2C=CN=C2 (CDI), FC1=CC=C(C=C1)C(N)=NO (4-fluoro-N′-hydroxybenzenecarboximidamide). Run in CN(C)C=O (DMF), O (water). Reaction conditions: temperature 120 celsius, time 18 hour. Yields the product FC1=CC=C(C=C1)C1=NOC(=N1)C=1C=C(C=CC1)C=1C=C(C=C2C=CC=NC12)C(C)(S(=O)(=O)C)C (8-{3-[3-(4-fluorophenyl)-1,2,4-oxadiazol-5-yl]phenyl}-6-[1-methyl-1-(methylsulfonyl)ethyl]quinoline). Reaction SMILES: [CH3:1][C:2]([C:8]1[CH:9]=[C:10]2[C:15](=[C:16]([C:18]3[CH:19]=[C:20]([CH:24]=[CH:25][CH:26]=3)[C:21]([OH:23])=O)[CH:17]=1)[N:14]=[CH:13][CH:12]=[CH:11]2)([S:4]([CH3:7])(=[O:6])=[O:5])[CH3:3].C1N=CN(C(N2C=NC=C2)=O)C=1.[F:39][C:40]1[CH:45]=[CH:44][C:43]([C:46](=[N:48]O)[NH2:47])=[CH:42][CH:41]=1>CN(C=O)C.O>[F:39][C:40]1[CH:45]=[CH:44][C:43]([C:46]2[N:48]=[C:21]([C:20]3[CH:19]=[C:18]([C:16]4[CH:17]=[C:8]([C:2]([CH3:1])([S:4]([CH3:7])(=[O:5])=[O:6])[CH3:3])[CH:9]=[C:10]5[C:15]=4[N:14]=[CH:13][CH:12]=[CH:11]5)[CH:26]=[CH:25][CH:24]=3)[O:23][N:47]=2)=[CH:42][CH:41]=1. Procedure details: To a solution of acid from step 2 in DMF (0.05M) was added CDI (2 eq) and 4-fluoro-N′-hydroxybenzenecarboximidamide (2 eq). The reaction mixture was stirred at rt for 15 min and 18 h at 120° C. The reaction mixture cooled to rt, diluted with water and extracted with EtOAc. The organic extracts were washed with brine, dried over MgSO4, filtered and concentrated. The residue was purified by flash chromatography (hexane:EtOAc, 20:80) to afforded the title compound.